This data is from the Open Reaction Database (ORD), a public repository of structured organic reaction records. The task is: describe an organic reaction: reactants, conditions, products, and yield The reactants are C(C)(=O)NC1(C2CCC(C1)C2)C#N (2-acetylamino-2-cyano-bicyclo[2.2.1]heptane), C(C)(=O)O (acetic acid). RXN SMILES: [C:1]([NH:4][C:5]1([C:12]#[N:13])[CH2:10][CH:9]2[CH2:11][CH:6]1[CH2:7][CH2:8]2)(=[O:3])[CH3:2].[C:14](O)(=[O:16])[CH3:15]>C(OC(=O)C)(=O)C.[Pt]=O>[C:1]([NH:4][C:5]1([CH2:12][NH:13][C:14](=[O:16])[CH3:15])[CH2:10][CH:9]2[CH2:11][CH:6]1[CH2:7][CH2:8]2)(=[O:3])[CH3:2]. Procedure details: The procedure is as in Example 3, but starting from 2-acetylamino-2-cyano-bicyclo[2.2.1]heptane (7.14 g), in the form of the exo racemate in acetic acid (250 cc) and acetic anhydride (7.5 cc), in the presence of Adams platinum oxide (0.7 g); taking up the residue from the evaporation in water and ethanol (80/20 by volume) (100 cc), 2-acetylamino-2-acetylaminomethyl-bicyclo[2.2.1]heptane (8.7 g) is thus obtained in the form of fine white crystals which melt at 208° C. Reagents/catalysts: [Pt]=O (platinum oxide). Yields the product C(C)(=O)NC1(C2CCC(C1)C2)CNC(C)=O (2-acetylamino-2-acetylaminomethyl-bicyclo[2.2.1]heptane). Solvent: C(C)(=O)OC(C)=O (acetic anhydride). Yields the product COC(=O)c1cc(Cl)c(N2CCN(C(=O)c3c(-c4ccccc4OC)noc3C)CC2)cc1N. RXN SMILES: [CH3:1][O:2][c:3]1[c:4](-[c:9]2[n:10][o:11][c:12]([CH3:17])[c:13]2[C:14](=[O:15])[OH:16])[cH:5][cH:6][cH:7][cH:8]1.[NH2:18][c:19]1[c:20]([C:21](=[O:22])[O:23][CH3:24])[cH:25][c:26]([Cl:35])[c:27]([N:29]2[CH2:30][CH2:31][NH:32][CH2:33][CH2:34]2)[cH:28]1>>[CH3:1][O:2][c:3]1[c:4](-[c:9]2[n:10][o:11][c:12]([CH3:17])[c:13]2[C:14](=[O:16])[N:32]2[CH2:31][CH2:30][N:29]([c:27]3[c:26]([Cl:35])[cH:25][c:20]([C:21](=[O:22])[O:23][CH3:24])[c:19]([NH2:18])[cH:28]3)[CH2:34][CH2:33]2)[cH:5][cH:6][cH:7][cH:8]1. The reactants are COc1ccccc1-c1noc(C)c1C(=O)O, COC(=O)c1cc(Cl)c(N2CCNCC2)cc1N.